The task is: describe an organic reaction: reactants, conditions, products, and yield. This data is from the Open Reaction Database (ORD), a public repository of structured organic reaction records. The reactants are C(C=C)(=O)O.C(C=C)(=O)O.C(C=C)(=O)O.C(O)C(CC)(CO)CO (Trimethylolpropane triacrylate), C1=CC=CC1 (cyclopentadiene). Run at temperature 40 celsius. Yields the product C12C=CC(C(C1)C(=O)O)C2.C21C=CC(C(C2)C(=O)O)C1.C12C=CC(C(C1)C(=O)O)C2.C(O)C(CC)(CO)CO (Trimethylolpropane Tri-(Norborn-2-ene-5-carboxylate)). As a reaction SMILES: [C:1]([OH:5])(=[O:4])[CH:2]=[CH2:3].[C:6]([OH:10])(=[O:9])[CH:7]=[CH2:8].[C:11]([OH:15])(=[O:14])[CH:12]=[CH2:13].[CH2:16]([C:18]([CH2:23][OH:24])([CH2:21][OH:22])[CH2:19][CH3:20])[OH:17].[CH:25]1[CH2:29][CH:28]=[CH:27][CH:26]=1>>[CH:18]12[CH2:21][CH:3]([CH:2]([C:1]([OH:5])=[O:4])[CH2:16]1)[CH:20]=[CH:19]2.[CH:26]12[CH2:25][CH:29]([CH:7]([C:6]([OH:10])=[O:9])[CH2:8]1)[CH:28]=[CH:27]2.[CH:18]12[CH2:21][CH:13]([CH:12]([C:11]([OH:15])=[O:14])[CH2:16]1)[CH:20]=[CH:19]2.[CH2:16]([C:18]([CH2:23][OH:24])([CH2:21][OH:22])[CH2:19][CH3:20])[OH:17] |f:0.1.2.3,5.6.7.8|. Procedure details: Trimethylolpropane triacrylate (338 g, 1.0 mol) was stirred under nitrogen in a 1000 ml, four-necked, round-bottomed flask equipped with a Freidrichs condenser, a thermometer, a constant pressure addition funnel, and mechanical stirring at 40° C. Freshly cracked cyclopentadiene monomer (217 g, 3.3 mol) was added at such a rate that the temperature of the reaction slowly climbs to about 90° C. by the end of the addition. The reaction mixture was stirred at this temperature for two hours. The exte...